From a dataset of the Open Reaction Database (ORD), a public repository of structured organic reaction records. describe an organic reaction: reactants, conditions, products, and yield Starting materials: C[C@H]1[C@H]2[C@@H]3CC[C@@H]([C@@]3(C)CC[C@@H]2[C@H]2CCC(C=C2C1)=O)O[Si](C)(C)C (7α-methyl-17β-trimethylsiloxy-estr-4-en-3-one), COC1(CCCCC1)O[C@@H]1[C@]2(C)[C@@H](CC1)[C@@H]1[C@@H](CC3=CC(CC[C@@H]3[C@H]1CC2)=O)C (17β-(1'-methoxycyclohexyloxy)-7α-methylestr-4-en-3-one), C(C)(=O)O.O[C@@H]1[C@]2(C)[C@@H](CC1)[C@@H]1[C@@H](CC3=CC(CC[C@@H]3[C@H]1CC2)=O)C (17β-hydroxy-7α-methylestr-4-en-3-one acetate), O[C@@H]1[C@]2(C)[C@@H](CC1)[C@@H]1[C@@H](CC3=CC(CC[C@@H]3[C@H]1CC2)=O)C (17β-hydroxy-7α-methylestr-4-en-3-one). Yields the product C(C)(=O)O[C@@H]1[C@]2(C)[C@@H](CC1)[C@@H]1[C@@H](CC3=C[C@@H](CC[C@@H]3[C@H]1CC2)O)C (7α-methylestr-4-ene-3α,17β-diol 17-acetate), C[C@H]1[C@H]2[C@@H]3CC[C@@H]([C@@]3(C)CC[C@@H]2[C@H]2CC[C@H](C=C2C1)O)O[Si](C)(C)C (7α-methyl-17β-trimethylsiloxy-estr-4-en-3α-ol), COC1(CCCCC1)O[C@@H]1[C@]2(C)[C@@H](CC1)[C@@H]1[C@@H](CC3=C[C@@H](CC[C@@H]3[C@H]1CC2)O)C (17β-(1'-methoxycyclohexyloxy)-7α-methylestr-4-en-3α-ol). As a reaction SMILES: C(O)(=O)C.O[C@H]1CC[C@H]2[C@H]3[C@H](CC[C@]12C)[C@@H]1C(=CC(=O)CC1)C[C@H]3C.[CH3:26][C@@H:27]1[CH2:44][C:43]2[C@H:38]([CH2:39][CH2:40][C:41](=[O:45])[CH:42]=2)[C@@H:37]2[C@@H:28]1[C@H:29]1[C@@:33]([CH2:35][CH2:36]2)([CH3:34])[C@@H:32]([O:46][Si:47]([CH3:50])([CH3:49])[CH3:48])[CH2:31][CH2:30]1.[CH3:51][O:52][C:53]1([O:59][C@H:60]2[CH2:65][CH2:64][C@H:63]3[C@H:66]4[C@H:75]([CH2:76][CH2:77][C@:61]23[CH3:62])[C@@H:74]2[C:69](=[CH:70][C:71](=[O:78])[CH2:72][CH2:73]2)[CH2:68][C@H:67]4[CH3:79])[CH2:58][CH2:57][CH2:56][CH2:55][CH2:54]1.O[C@H]1CC[C@H]2[C@H]3[C@H](CC[C@]12C)[C@@H]1C(=CC(=O)CC1)C[C@H]3C>>[C:53]([O:59][C@H:60]1[CH2:65][CH2:64][C@H:63]2[C@H:66]3[C@H:75]([CH2:76][CH2:77][C@:61]12[CH3:62])[C@@H:74]1[C:69](=[CH:70][C@H:71]([OH:78])[CH2:72][CH2:73]1)[CH2:68][C@H:67]3[CH3:79])(=[O:52])[CH3:54].[CH3:26][C@@H:27]1[CH2:44][C:43]2[C@H:38]([CH2:39][CH2:40][C@@H:41]([OH:45])[CH:42]=2)[C@@H:37]2[C@@H:28]1[C@H:29]1[C@@:33]([CH2:35][CH2:36]2)([CH3:34])[C@@H:32]([O:46][Si:47]([CH3:49])([CH3:48])[CH3:50])[CH2:31][CH2:30]1.[CH3:51][O:52][C:53]1([O:59][C@H:60]2[CH2:65][CH2:64][C@H:63]3[C@H:66]4[C@H:75]([CH2:76][CH2:77][C@:61]23[CH3:62])[C@@H:74]2[C:69](=[CH:70][C@H:71]([OH:78])[CH2:72][CH2:73]2)[CH2:68][C@H:67]4[CH3:79])[CH2:58][CH2:57][CH2:56][CH2:55][CH2:54]1 |f:0.1|. Reported procedure: Following essentially the same procedure but substituting the compounds 17β-hydroxy-7α-methylestr-4-en-3-one acetate, 7α-methyl-17β-trimethylsiloxy-estr-4-en-3-one and 17β-(1'-methoxycyclohexyloxy)-7α-methylestr-4-en-3-one for the 17β-hydroxy-7α-methylestr-4-en-3-one above, results in the formation of 7α-methylestr-4-ene-3α,17β-diol 17-acetate, 7α-methyl-17β-trimethylsiloxy-estr-4-en-3α-ol and 17β-(1'-methoxycyclohexyloxy)-7α-methylestr-4-en-3α-ol, respectively. Reactants: CN(C(=O)C=1SC(=CC1)CN1S(N(C(C1)=O)CC1=C(C=C(C=C1)OC)OC)(=O)=O)CCC1=CC=CC=C1 (5-[5-(2,4-dimethoxy-benzyl)-1,1,4-trioxo-1,2,5-thiadiazolidin-2-ylmethyl]-thiophene-2-carboxylic acid methyl-phenethyl-amide), C(=O)(C(F)(F)F)O (TFA). Solvent: C(Cl)Cl (CH2Cl2). The product is CN(C(=O)C=1SC(=CC1)CN1S(NC(C1)=O)(=O)=O)CCC1=CC=CC=C1 (5-(1,1,4-trioxo-1,2,5-thiadiazolidin-2-ylmethyl)-thiophene-2-carboxylic acid methyl-phenethylamide). Reaction SMILES: [CH3:1][N:2]([CH2:30][CH2:31][C:32]1[CH:37]=[CH:36][CH:35]=[CH:34][CH:33]=1)[C:3]([C:5]1[S:6][C:7]([CH2:10][N:11]2[CH2:15][C:14](=[O:16])[N:13](CC3C=CC(OC)=CC=3OC)[S:12]2(=[O:29])=[O:28])=[CH:8][CH:9]=1)=[O:4].C(O)(C(F)(F)F)=O>C(Cl)Cl>[CH3:1][N:2]([CH2:30][CH2:31][C:32]1[CH:37]=[CH:36][CH:35]=[CH:34][CH:33]=1)[C:3]([C:5]1[S:6][C:7]([CH2:10][N:11]2[CH2:15][C:14](=[O:16])[NH:13][S:12]2(=[O:28])=[O:29])=[CH:8][CH:9]=1)=[O:4]. Procedure: A solution of the title E compound, 5-[5-(2,4-dimethoxy-benzyl)-1,1,4-trioxo-1,2,5-thiadiazolidin-2-ylmethyl]-thiophene-2-carboxylic acid methyl-phenethyl-amide (70 mg, 0.13 mmol) in CH2Cl2 (2 mL) is stirred with TFA (2 mL) at RT for 4 h. The volatiles are evaporated and the residue is stirred in equal volumes of MeCN/water (4 mL). The mixture is filtered through a 0.2μ Acrodisc and the solvents are evaporated to dryness. The residue is trituated from Et2O to afford 5-(1,1,4-trioxo-1,2,5-thiadia... The reactants are C1(=CC=CC=C1)OCC1=CC(=C(C=C1)F)OC1=CC=CC=C1 (4-fluoro-3-phenoxy-benzyl phenyl ether), Br (hydrobromic acid), C(C)(=O)O (acetic acid). Run in O (water). Product: FC1=C(C=C(CBr)C=C1)OC1=CC=CC=C1 (4-Fluoro-3-phenoxy-benzyl bromide). RXN SMILES: C1(O[CH2:8][C:9]2[CH:14]=[CH:13][C:12]([F:15])=[C:11]([O:16][C:17]3[CH:22]=[CH:21][CH:20]=[CH:19][CH:18]=3)[CH:10]=2)C=CC=CC=1.[BrH:23].C(O)(=O)C>O>[F:15][C:12]1[CH:13]=[CH:14][C:9]([CH2:8][Br:23])=[CH:10][C:11]=1[O:16][C:17]1[CH:22]=[CH:21][CH:20]=[CH:19][CH:18]=1. Reported procedure: A mixture of 14.7 g (0.05 mol) of 4-fluoro-3-phenoxy-benzyl phenyl ether, 50 ml of 32% strength aqueous hydrobromic acid and 60 ml of glacial acetic acid was heated to the reflux temperature for 10 hours, while stirring. The reaction mixture was then poured into 200 ml of water and extracted twice with 200 ml of methylene chloride each time. The combined methylene chloride phases were then extracted twice by shaking with 100 ml of 10% strength sodium hydroxide solution each time. The organic pha... The reactants are C(C)(C)N1C=CC=2C(=CC=CC12)C(=O)OC(C)C (Isopropyl 1-isopropylindole-4-carboxylate), [H-].[Al+3].[H-].[H-] (aluminum hydride). Reagents/catalysts: [O-2].[O-2].[Mn+4] (manganese dioxide). The product is C(C)(C)N1C=CC=2C(=CC=CC12)C=O (1-Isopropylindole-4-carbaldehyde). Reaction SMILES: [CH:1]([N:4]1[C:12]2[CH:11]=[CH:10][CH:9]=[C:8]([C:13](OC(C)C)=[O:14])[C:7]=2[CH:6]=[CH:5]1)([CH3:3])[CH3:2].[H-].[Al+3].[H-].[H-]>[O-2].[O-2].[Mn+4]>[CH:1]([N:4]1[C:12]2[CH:11]=[CH:10][CH:9]=[C:8]([CH:13]=[O:14])[C:7]=2[CH:6]=[CH:5]1)([CH3:3])[CH3:2] |f:1.2.3.4,5.6.7|. Procedure details: Isopropyl 1-isopropylindole-4-carboxylate (2.6 g) was reduced by diusobutyl aluminum hydride, followed by oxidation with manganese dioxide, whereby the title compound was obtained. Reactants: BrC=1C=CC=2N(C(C(=C3C4=C(C(C1C23)=O)C=CC=C4)C#N)=O)C (6-bromo-1-cyano-3-methyl-3H-dibenz[f,ij]isoquinoline-2,7-dione), NC1=CC=C(C=C1)C(C)O (p-aminophenylethanol), C(C)(=O)[O-].[K+] (potassium acetate), cupric acetate, Cl (HCl). Solvent: C(CCC)O (butanol), CC(=O)C (acetone). Conditions: time 7.5 minute. The product is C(#N)C=1C(N(C2=C3C(C(C4=C(C13)C=CC=C4)=O)=C(C=C2)NC2=CC=C(C=C2)CCO)C)=O (1-Cyano-6-[4-(2-Hydroxyethyl)Anilino]-3-Methyl-3H-Dibenzo[f,ij]Isoquinoline-2,7-Dione). Reaction SMILES: Br[C:2]1[CH:3]=[CH:4][C:5]2[N:6]([CH3:23])[C:7](=[O:22])[C:8]([C:20]#[N:21])=[C:9]3[C:14]=2[C:13]=1[C:12](=[O:15])[C:11]1[CH:16]=[CH:17][CH:18]=[CH:19][C:10]3=1.[NH2:24][C:25]1[CH:30]=[CH:29][C:28]([CH:31](O)[CH3:32])=[CH:27][CH:26]=1.C([O-])(=[O:36])C.[K+].Cl>CC(C)=O.C(O)CCC>[C:20]([C:8]1[C:7](=[O:22])[N:6]([CH3:23])[C:5]2[CH:4]=[CH:3][C:2]([NH:24][C:25]3[CH:30]=[CH:29][C:28]([CH2:31][CH2:32][OH:36])=[CH:27][CH:26]=3)=[C:13]3[C:12](=[O:15])[C:11]4[CH:16]=[CH:17][CH:18]=[CH:19][C:10]=4[C:9]=1[C:14]=23)#[N:21] |f:2.3|. Procedure details: A mixture of 6-bromo-1-cyano-3-methyl-3H-dibenz[f,ij]isoquinoline-2,7-dione (2.0 g), p-aminophenylethanol (15 g), potassium acetate (2.0 g), a trace of cupric acetate, and butanol (10 ml) was heated gradually to about 80° C., held for 5-10 minutes, and then drained into 250 ml of 10% HCl. The solid product was collected by filtration, washed with water, dried in air, and recrystallized twice from nitrobenzene to remove a red impurity and traces of starting material. A yield of 0.65 g of product,... Reactants: ClC1=NC=2N(C(=C1)C1=CC(=C(C=C1)F)F)N=C(C2)C (5-Chloro-7-(3,4-difluorophenyl)-2-methylpyrazolo[1,5-a]pyrimidine), IN1C(CCC1=O)=O (N-Iodosuccinimide). The solvent is C(Cl)Cl (CH2Cl2). Run at time 16 hour. The product is ClC1=NC=2N(C(=C1)C1=CC(=C(C=C1)F)F)N=C(C2I)C (5-chloro-7-(3,4-difluorophenyl)-3-iodo-2-methylpyrazolo[1,5-a]pyrimidine). Yield: 69.0%. Reaction SMILES: [Cl:1][C:2]1[CH:7]=[C:6]([C:8]2[CH:13]=[CH:12][C:11]([F:14])=[C:10]([F:15])[CH:9]=2)[N:5]2[N:16]=[C:17]([CH3:19])[CH:18]=[C:4]2[N:3]=1.[I:20]N1C(=O)CCC1=O>C(Cl)Cl>[Cl:1][C:2]1[CH:7]=[C:6]([C:8]2[CH:13]=[CH:12][C:11]([F:14])=[C:10]([F:15])[CH:9]=2)[N:5]2[N:16]=[C:17]([CH3:19])[C:18]([I:20])=[C:4]2[N:3]=1. Reported procedure: 5-Chloro-7-(3,4-difluorophenyl)-2-methylpyrazolo[1,5-a]pyrimidine (301 mg) is dissolved in CH2Cl2 (50 mL). N-Iodosuccinimide (NIS, 500 mg) is added to the reaction solution. The reaction mixture is stirred at room temperature for about 16 hours. The reaction solvent is removed by distillation under reduced pressure. The remainder is extracted with ethyl acetate and water. The extracted organic layer is washed with 1 M NaHCO3 aqueous solution and brine and dehydrated with anhydrous MgSO4. The deh...